This data is from the Open Reaction Database (ORD), a public repository of structured organic reaction records. The task is: describe an organic reaction: reactants, conditions, products, and yield The reactants are CS(=O)(=O)C1=NC=CC(=N1)N1C=NC2=C1C=CN=C2 (2-methanesulfonyl-4-[5-azabenzimidazol-1-yl]pyrimidine), C1(=CC=CC=C1)C (toluene), C1(=CC=CC=C1)[C@H](C)N ((S)-1-phenylethylamine), CS(=O)(=O)C1=NC=CC(=N1)N1C=NC2=C1C=CN=C2 (2-methanesulfonyl-4-[5-azabenzimidazol-1-yl]pyrimidine). The solvent is CN(C)C=O (DMF). Run at temperature 100 celsius. Yields the product C1(=CC=CC=C1)[C@H](C)NC1=NC=CC(=N1)N1C=NC2=C1C=CN=C2 (2-[(S)-1-Phenylethylamino]-4-[5-azabenzimidazol-1-yl]pyrimidine). RXN SMILES: CS([C:5]1[N:10]=[C:9]([N:11]2[C:15]3[CH:16]=[CH:17][N:18]=[CH:19][C:14]=3[N:13]=[CH:12]2)[CH:8]=[CH:7][N:6]=1)(=O)=O.C1(C)C=CC=CC=1.[C:27]1([C@@H:33]([NH2:35])[CH3:34])[CH:32]=[CH:31][CH:30]=[CH:29][CH:28]=1>CN(C=O)C>[C:27]1([C@@H:33]([NH:35][C:5]2[N:10]=[C:9]([N:11]3[C:15]4[CH:16]=[CH:17][N:18]=[CH:19][C:14]=4[N:13]=[CH:12]3)[CH:8]=[CH:7][N:6]=2)[CH3:34])[CH:32]=[CH:31][CH:30]=[CH:29][CH:28]=1. Procedure details: To a flask containing 2-methanesulfonyl-4-[5-azabenzimidazol-1-yl]pyrimidine (33.8 mg) was added toluene (0.25 mL) and (S)-1-phenylethylamine (0.25 mL). The mixture was warmed to 100° C. The 2-methanesulfonyl-4-[5-azabenzimidazol-1-yl]pyrimidine did not dissolve so DMF (0.25 mL) was added and the mixture was maintained at 100° C. overnight. The reaction mixture was cooled and the solvents were removed under reduced pressure. The product was purified by preparative thin layer chromatography (elut... The reactants are ClC(Cl)(OC(OC(Cl)(Cl)Cl)=O)Cl (triphosgene), O1N=C(C=C1)N (3-isoxazolamine), ClC=1C=C(N)C=CC1OC1=CC=NC2=CC(=C(C=C12)OC)OC (3-Chloro-4-[(6,7-dimethoxy-4-quinolyl)oxy]aniline), C(C)(C)N(C(C)C)CC (N,N-diisopropylethylamine), C(O)([O-])=O.[Na+] (sodium hydrogencarbonate). Solvent: ClC1=CC=CC=C1 (chlorobenzene), ClC1=CC=CC=C1 (chlorobenzene). Run at time 30 minute. The product is ClC=1C=C(C=CC1OC1=CC=NC2=CC(=C(C=C12)OC)OC)NC(=O)NC1=NOC=C1 (N-{3-Chloro-4-[(6,7-dimethoxy-4-quinolyl)oxy]phenyl}-N′-(3-isoxazolyl)urea). The yield is 7.5%. As a reaction SMILES: [Cl:1][C:2]1[CH:3]=[C:4]([CH:6]=[CH:7][C:8]=1[O:9][C:10]1[C:19]2[C:14](=[CH:15][C:16]([O:22][CH3:23])=[C:17]([O:20][CH3:21])[CH:18]=2)[N:13]=[CH:12][CH:11]=1)[NH2:5].C(N(CC)C(C)C)(C)C.Cl[C:34](Cl)([O:36]C(=O)OC(Cl)(Cl)Cl)Cl.[O:45]1[CH:49]=[CH:48][C:47]([NH2:50])=[N:46]1.C(=O)([O-])O.[Na+]>ClC1C=CC=CC=1>[Cl:1][C:2]1[CH:3]=[C:4]([NH:5][C:34]([NH:50][C:47]2[CH:48]=[CH:49][O:45][N:46]=2)=[O:36])[CH:6]=[CH:7][C:8]=1[O:9][C:10]1[C:19]2[C:14](=[CH:15][C:16]([O:22][CH3:23])=[C:17]([O:20][CH3:21])[CH:18]=2)[N:13]=[CH:12][CH:11]=1 |f:4.5|. Procedure details: 3-Chloro-4-[(6,7-dimethoxy-4-quinolyl)oxy]aniline (20 mg) was dissolved in chlorobenzene (2 ml) and N,N-diisopropylethylamine (0.2 ml) to prepare a solution. A solution of triphosgene (18 mg) in chlorobenzene (0.5 ml) was then added to the solution, and the mixture was stirred at room temperature for 30 min. Next, 3-isoxazolamine (10 mg) was added thereto, and the mixture was further stirred at 110° C. overnight. The reaction solution was developed through diatomaceous earth impregnated with a s... The reactants are C(C1=CC=CC=C1)(=O)NC=1C=C(C=CC1Cl)NC(C1=CN=C(C=C1)Cl)=O (N-(3-benzamido-4-chlorophenyl)-6-chloronicotinamide), CC1NC(CNC1)C (2,6-dimethylpiperazine). The product is C(C1=CN=CC=C1)(=O)N (nicotinamide). RXN SMILES: C(NC1C=C([NH:17][C:18](=[O:26])[C:19]2[CH:24]=[CH:23][C:22](Cl)=[N:21][CH:20]=2)C=CC=1Cl)(=O)C1C=CC=CC=1.CC1CNCC(C)N1>>[C:18]([NH2:17])(=[O:26])[C:19]1[CH:24]=[CH:23][CH:22]=[N:21][CH:20]=1. Reported procedure: N-(3-benzamido-4-chlorophenyl)-6-chloronicotinamide (0.15 mmol) was used in general procedure 3 with 2,6-dimethylpiperazine (0.77 mmol). The product was purified by RP-HPLC to give N-(3-benzamido-4-chlorophenyl)-6-(3S-,5R)-3-5-dimethylpiperazine-1-yl)nicotinamide. MS (Q1) 464.0 (M)+ Reaction SMILES: CC([O-])(CC)C.[Na+].Cl[C:9]1[N:14]=[C:13]2[O:15][C:16]([C:22]3[CH:27]=[CH:26][C:25]([F:28])=[CH:24][CH:23]=3)=[C:17]([C:18](=[O:21])[NH:19][CH3:20])[C:12]2=[CH:11][C:10]=1[C:29]1[CH:30]=[CH:31][C:32]([F:38])=[C:33]([CH:37]=1)[C:34]([OH:36])=[O:35].[F:39][C:40]([F:44])([F:43])[CH2:41][NH2:42]>>[F:38][C:32]1[CH:31]=[CH:30][C:29]([C:10]2[CH:11]=[C:12]3[C:17]([C:18](=[O:21])[NH:19][CH3:20])=[C:16]([C:22]4[CH:27]=[CH:26][C:25]([F:28])=[CH:24][CH:23]=4)[O:15][C:13]3=[N:14][C:9]=2[NH:42][CH2:41][C:40]([F:44])([F:43])[F:39])=[CH:37][C:33]=1[C:34]([OH:36])=[O:35] |f:0.1|. The product is FC1=C(C(=O)O)C=C(C=C1)C=1C=C2C(=NC1NCC(F)(F)F)OC(=C2C(NC)=O)C2=CC=C(C=C2)F (2-fluoro-5-(2-(4-fluorophenyl)-3-(methylcarbamoyl)-6-((2,2,2-trifluoroethyl)amino)furo[2,3-b]pyridin-5-yl)benzoic acid). Reported procedure: Sodium 2-methylbutan-2-olate (311 mg, 2.82 mmol), 5-(6-chloro-2-(4-fluorophenyl)-3-(methylcarbamoyl)furo[2,3-b]pyridin-5-yl)-2-fluorobenzoic acid (250 mg, 0.565 mmol), 2,2,2-trifluoroethanamine (280 mg, 2.82 mmol), Chloro[2-(dicyclohexylphosphino)-3,6-dimethoxy-2′-4′-6′-tri-1-propyl-1,1′-biphenyl][2-(2-aminoethyl)phenyl]palladium(II) (45 mg, 0.056 mmol) were combined, degassed, and taken up in dioxane (12 ml) at rt and then was heated to 90° C. for 1 h. The mixture was then diluted with EtOAc an... Isolated yield 35.0%. Run at temperature 90 celsius. Starting materials: CC(C)(CC)[O-].[Na+] (Sodium 2-methylbutan-2-olate), Chloro[2-(dicyclohexylphosphino)-3,6-dimethoxy-2′-4′-6′-tri-1-propyl-1,1′-biphenyl][2-(2-aminoethyl)phenyl]palladium(II), ClC1=C(C=C2C(=N1)OC(=C2C(NC)=O)C2=CC=C(C=C2)F)C=2C=CC(=C(C(=O)O)C2)F (5-(6-chloro-2-(4-fluorophenyl)-3-(methylcarbamoyl)furo[2,3-b]pyridin-5-yl)-2-fluorobenzoic acid), FC(CN)(F)F (2,2,2-trifluoroethanamine). Reported procedure: 1-(2-Hydroxypropyl)-4-phenylpiperazine hydrochloride (155 g.) was suspended in 1200 ml. dry chloroform and 87.5 ml. thionyl chloride added dropwise. The mixture was refluxed 21/2 hrs, and cooled overnight at room temperature. The solid was filtered, washed with chloroform, them with ether, and dried to give 175 g., m. 216-18° . As a reaction SMILES: [ClH:1].O[CH:3]([CH3:17])[CH2:4][N:5]1[CH2:10][CH2:9][N:8]([C:11]2[CH:16]=[CH:15][CH:14]=[CH:13][CH:12]=2)[CH2:7][CH2:6]1.S(Cl)([Cl:20])=O>C(Cl)(Cl)Cl>[ClH:20].[ClH:1].[Cl:20][CH:3]([CH3:17])[CH2:4][N:5]1[CH2:10][CH2:9][N:8]([C:11]2[CH:16]=[CH:15][CH:14]=[CH:13][CH:12]=2)[CH2:7][CH2:6]1 |f:0.1,4.5.6|. Product: Cl.Cl.ClC(CN1CCN(CC1)C1=CC=CC=C1)C (1-(2Chloropropyl)-4-phenylpiperazine dihydrochloride). Run in C(Cl)(Cl)Cl (chloroform). Starting materials: Cl.OC(CN1CCN(CC1)C1=CC=CC=C1)C (1-(2-Hydroxypropyl)-4-phenylpiperazine hydrochloride), S(=O)(Cl)Cl (thionyl chloride). The reactants are O[C@H](COC1=C(C=C2C(=O)OCC2)C=CC=C1)CN1CCC(CC1)C1=CC2=CC=CC=C2C=C1 ((S)-α-(2′-(2-Hydroxy-3-(4-(naphthalen-2-yl)piperidino)propyloxy)benzylidene)-γ-butyrolactone). Solvent: C(C)O (ethanol). Reaction conditions: time 6 hour. Product: O[C@H](COC1=C(\C=C\2/C(=O)OCC2)C=CC=C1)CN1CCC(CC1)C1=CC2=CC=CC=C2C=C1 ((Z)-(S)-α-(2′-(2-hydroxy-3-(4-(naphthalen-2-yl)piperidino)propyloxy)benzylidene)-γ-butyrolactone). The yield is 15.0%. Reaction SMILES: [OH:1][C@@H:2]([CH2:18][N:19]1[CH2:24][CH2:23][CH:22]([C:25]2[CH:34]=[CH:33][C:32]3[C:27](=[CH:28][CH:29]=[CH:30][CH:31]=3)[CH:26]=2)[CH2:21][CH2:20]1)[CH2:3][O:4][C:5]1[CH:17]=[CH:16][CH:15]=[CH:14][C:6]=1[CH:7]=[C:8]1[CH2:13][CH2:12][O:11][C:9]1=[O:10]>C(O)C>[OH:1][C@@H:2]([CH2:18][N:19]1[CH2:20][CH2:21][CH:22]([C:25]2[CH:34]=[CH:33][C:32]3[C:27](=[CH:28][CH:29]=[CH:30][CH:31]=3)[CH:26]=2)[CH2:23][CH2:24]1)[CH2:3][O:4][C:5]1[CH:17]=[CH:16][CH:15]=[CH:14][C:6]=1/[CH:7]=[C:8]1\[C:9]([O:11][CH2:12][CH2:13]\1)=[O:10]. Procedure: (S)-α-(2′-(2-Hydroxy-3-(4-(naphthalen-2-yl)piperidino)propyloxy)benzylidene)-γ-butyrolactone (2.0 g) was dissolved in ethanol (300 ml) and exposed to the sunlight for 6 hr. The solvent was concentrated under reduced pressure and the obtained oil was purified by silica gel column chromatography (chloroform/methanol) to give the title compound (0.3 g). Starting materials: BrB(Br)Br, COC(=O)c1ccc2c(C3CCCCC3)c3n(c2c1)CCNCc1cc(F)ccc1-3, ClCCl. Product: O=C(O)c1ccc2c(C3CCCCC3)c3n(c2c1)CCNCc1cc(F)ccc1-3. Reaction SMILES: [B:31]([Br:32])([Br:33])[Br:34].[CH:1]1([c:7]2[c:8]3[cH:9][cH:10][c:11]([C:27](=[O:28])[O:29][CH3:30])[cH:12][c:13]3[n:14]3[c:15]2-[c:16]2[c:17]([cH:22][c:23]([F:26])[cH:24][cH:25]2)[CH2:18][NH:19][CH2:20][CH2:21]3)[CH2:2][CH2:3][CH2:4][CH2:5][CH2:6]1.[Cl:35][CH2:36][Cl:37]>>[CH:1]1([c:7]2[c:8]3[cH:9][cH:10][c:11]([C:27](=[O:28])[OH:29])[cH:12][c:13]3[n:14]3[c:15]2-[c:16]2[c:17]([cH:22][c:23]([F:26])[cH:24][cH:25]2)[CH2:18][NH:19][CH2:20][CH2:21]3)[CH2:2][CH2:3][CH2:4][CH2:5][CH2:6]1. Reactants: Cl (hydrochloric acid), ClC1=CC(=NC=N1)C(=O)N1C(CC2=CC=CC=C12)CCC ((6-chloro-pyrimidin-4-yl)-(2-propyl-2,3-dihydro-indol-1-yl)-methanone), NC=1C=C2CC3(C(NC4=NC=CC=C43)=O)CC2=CC1 (5-amino-1,3-dihydrospiro[indene-2,3′-pyrrolo[2,3-b]pyridin]-2′(1′H)-one). The solvent is CC(CCC)O (2-pentanol). Yields the product C(CC)C1N(C2=CC=CC=C2C1)C(=O)C1=CC(=NC=N1)NC=1C=C2CC3(C(NC4=NC=CC=C43)=O)CC2=CC1 (5-(6-(2-propylindoline-1-carbonyl)pyrimidin-4-ylamino)-1,3-dihydrospiro[indene-2,3′-pyrrolo[2,3-b]pyridin]-2′(1′H)-one). Reaction SMILES: Cl.Cl[C:3]1[N:8]=[CH:7][N:6]=[C:5]([C:9]([N:11]2[C:19]3[C:14](=[CH:15][CH:16]=[CH:17][CH:18]=3)[CH2:13][CH:12]2[CH2:20][CH2:21][CH3:22])=[O:10])[CH:4]=1.[NH2:23][C:24]1[CH:25]=[C:26]2[C:39](=[CH:40][CH:41]=1)[CH2:38][C:28]1([C:36]3[C:31](=[N:32][CH:33]=[CH:34][CH:35]=3)[NH:30][C:29]1=[O:37])[CH2:27]2>CC(O)CCC>[CH2:20]([CH:12]1[CH2:13][C:14]2[C:19](=[CH:18][CH:17]=[CH:16][CH:15]=2)[N:11]1[C:9]([C:5]1[N:6]=[CH:7][N:8]=[C:3]([NH:23][C:24]2[CH:25]=[C:26]3[C:39](=[CH:40][CH:41]=2)[CH2:38][C:28]2([C:36]4[C:31](=[N:32][CH:33]=[CH:34][CH:35]=4)[NH:30][C:29]2=[O:37])[CH2:27]3)[CH:4]=1)=[O:10])[CH2:21][CH3:22]. Procedure: 12.5 μL (50 μmol) 4M aqueous hydrochloric acid were added to 103 mg (0.40 mmol) (6-chloro-pyrimidin-4-yl)-(2-propyl-2,3-dihydro-indol-1-yl)-methanone and 108 mg (0.36 mmol) 5-amino-1,3-dihydrospiro[indene-2,3′-pyrrolo[2,3-b]pyridin]-2′(1′H)-one in 2 mL 2-pentanol. The reaction mixture was refluxed for 2 h. The reaction mixture was evaporated down using the rotary evaporator and the residue was taken up in DMF. The purification was carried out by preparative HPLC. The product fractions were combi...